From a dataset of the Open Reaction Database (ORD), a public repository of structured organic reaction records. describe an organic reaction: reactants, conditions, products, and yield The reactants are CCCCCn1cccc1, ClC(Cl)Cl, O=C1C=CC(=O)c2ccccc21, Cc1ccc(S(=O)(=O)O)cc1. Product: CCCCCn1cccc1C1=CC(=O)c2ccccc2C1=O. Reaction SMILES: [CH2:13]([CH2:14][CH2:15][CH2:16][CH3:17])[n:18]1[cH:19][cH:20][cH:21][cH:22]1.[CH:34]([Cl:35])([Cl:36])[Cl:37].[O:1]=[C:2]1[CH:3]=[CH:4][C:5](=[O:6])[c:7]2[cH:8][cH:9][cH:10][cH:11][c:12]21.[c:23]1([CH3:24])[cH:25][cH:26][c:27]([S:28]([OH:29])(=[O:30])=[O:31])[cH:32][cH:33]1>>[O:1]=[C:2]1[CH:3]=[C:4]([c:19]2[n:18]([CH2:13][CH2:14][CH2:15][CH2:16][CH3:17])[cH:22][cH:21][cH:20]2)[C:5](=[O:6])[c:7]2[cH:8][cH:9][cH:10][cH:11][c:12]21. Reactants: O (water), C(C(C)=C)O (methallyl alcohol), ClC1=CC=C(C=C1)C(F)(F)F (4-chlorobenzotrifluoride), [OH-].[K+] (potassium hydroxide). Solvent: S1(=O)(=O)CCCC1 (sulpholane). Run at time 21 hour. The product is FC(C1=CC=C(C=C1)OC=C(C)C)(F)F (isobutenyl 4-trifluoromethylphenyl ether). RXN SMILES: [CH2:1]([OH:5])[C:2](=[CH2:4])[CH3:3].Cl[C:7]1[CH:12]=[CH:11][C:10]([C:13]([F:16])([F:15])[F:14])=[CH:9][CH:8]=1.[OH-].[K+].O>S1(CCCC1)(=O)=O>[F:14][C:13]([F:16])([F:15])[C:10]1[CH:11]=[CH:12][C:7]([O:5][CH:1]=[C:2]([CH3:3])[CH3:4])=[CH:8][CH:9]=1 |f:2.3|. Procedure: A mixture of 50.48 g of methallyl alcohol, 63.2 g of 4-chlorobenzotrifluoride and 69 g of 85% flake potassium hydroxide in 175 ml sulpholane was stirred under nitrogen at 120°-145° C. for 21 hours. The mixture was then cooled, added to 200 ml water and extracted twice with 60°/80° petroleum ether. The solvent was removed and the residue was purified by fractionation to give isobutenyl 4-trifluoromethylphenyl ether, b.p.: 77°-77.5° C. at 8 Torr. Starting materials: BrC1=CC=C(C=C1)O (4-bromophenol), CC(=CC(=O)Cl)C (dimethylacryloyl chloride), [H-].[Na+] (NaH). Solvent: C1CCOC1 (THF), C1CCOC1 (THF), C1CCOC1 (THF). Run at temperature 0 celsius, time 30 minute. Yields the product CC(=CC(=O)OC1=CC=C(C=C1)Br)C ((4-bromophenyl) 3,3-dimethylacrylate). As a reaction SMILES: [H-].[Na+].[Br:3][C:4]1[CH:9]=[CH:8][C:7]([OH:10])=[CH:6][CH:5]=1.[CH3:11][C:12]([CH3:17])=[CH:13][C:14](Cl)=[O:15]>C1COCC1>[CH3:11][C:12]([CH3:17])=[CH:13][C:14]([O:10][C:7]1[CH:8]=[CH:9][C:4]([Br:3])=[CH:5][CH:6]=1)=[O:15] |f:0.1|. Procedure details: To an ice bath cooled solution of 1.66 g (69.2 mmol) of NaH (60% suspension in mineral oil) in 25 ml of dry THF was added slowly under argon a solution of 10.0 g (57.8 mmol) of 4-bromophenol in 50 ml of dry THF. The mixture was stirred at 0 degrees C. for 30 minutes and then treated with a solution of 6.85 g (6.44 ml, 57.8 mmol) of dimethylacryloyl chloride in 25 ml of dry THF. The cooling bath was then removed and the mixture allowed to warm to room temperature. The organic layer was separated ... Reactants: BrC=1C=C(C=CC1F)S(=O)(=O)Cl (3-bromo-4-fluorobenzene-1-sulfonyl chloride), CN(C1CNCC1)C (N,N-dimethylpyrrolidin-3-amine). Run in O1CCCC1 (tetrahydrofuran). Yields the product BrC=1C=C(C=CC1F)S(=O)(=O)N1CC(CC1)N(C)C (1-(3-bromo-4-fluorophenylsulfonyl)-N,N-dimethylpyrrolidin-3-amine). The yield is 68.8%. RXN SMILES: [Br:1][C:2]1[CH:3]=[C:4]([S:9](Cl)(=[O:11])=[O:10])[CH:5]=[CH:6][C:7]=1[F:8].[CH3:13][N:14]([CH3:20])[CH:15]1[CH2:19][CH2:18][NH:17][CH2:16]1>O1CCCC1>[Br:1][C:2]1[CH:3]=[C:4]([S:9]([N:17]2[CH2:18][CH2:19][CH:15]([N:14]([CH3:20])[CH3:13])[CH2:16]2)(=[O:11])=[O:10])[CH:5]=[CH:6][C:7]=1[F:8]. Reported procedure: A solution of 3-bromo-4-fluorobenzene-1-sulfonyl chloride (Combi-blocks) (250 mg, 0.91 mmol), N,N-dimethylpyrrolidin-3-amine (218 mg, 1.9 mmol) in tetrahydrofuran (5.7 mL) was stirred at ambient temperature for 16 hours. The solvent was evaporated and residue was purified by flash chromatography (silica gel, dichloromethane/gradient with MeOH) to afford the title compound (220 mg, 69% yield). Reactants: C(C)OC(=O)N1CCN(CC1)C(=O)C(CCC(=O)OC(C)(C)C)N (4-ethoxycarbonyl-1-(1-amino-3-(1,1-dimethylethoxycarbonyl)propyl)carbonylpiperazine), ON1N=NC2=C1C=CC=C2 (1-hydoxybenzotriazole), CN(CCCN=C=NCC)C (1-(3-dimethylaminopropyl)-3-ethylcarbodiimide), CC1=CC=C2C(=CC(=NC2=C1)C(=O)O)O (7-methyl-4-hydroxy-2-carboxyquinoline). Procedure details: To a suspension of 7-methyl-4-hydroxy-2-carboxyquinoline (0.81 g, 4 mmol) in methylene chloride:DMF (4:1, 25 mL) was added 1-hydoxybenzotriazole (HOBT) (0.64 g, 4.8 mmol) and 1-(3-dimethylaminopropyl)-3-ethylcarbodiimide (EDCI) (1.09 g, 4.8 mmol) and the reaction mixture was stirred for 10 minutes. A solution of 4-ethoxycarbonyl-1-(1-amino-3-(1,1-dimethylethoxycarbonyl)propyl)carbonylpiperazine (1.37 g, 4 mmol) in methylene chloride (10 mL) was added to the reaction mixture and the resulting mix... Reaction conditions: time 10 minute. Run in C(Cl)Cl (methylene chloride), C(Cl)Cl.CN(C)C=O (methylene chloride DMF). The product is C(C)OC(=O)N1CCN(CC1)C(=O)C(CCC(=O)OC(C)(C)C)NC(=O)C1=NC2=CC=CC=C2C(=C1)O (2-[1-(4-(ethoxycarbonyl)piperazin-1-yl)carbonyl-3-(1,1-dimethylethoxycarbonyl)propyl]aminocarbonyl-4-hydroxyquinoline). As a reaction SMILES: C[C:2]1[CH:11]=[C:10]2[C:5]([C:6]([OH:15])=[CH:7][C:8]([C:12]([OH:14])=O)=[N:9]2)=[CH:4][CH:3]=1.ON1C2C=CC=CC=2N=N1.CN(C)CCCN=C=NCC.[CH2:37]([O:39][C:40]([N:42]1[CH2:47][CH2:46][N:45]([C:48]([CH:50]([NH2:60])[CH2:51][CH2:52][C:53]([O:55][C:56]([CH3:59])([CH3:58])[CH3:57])=[O:54])=[O:49])[CH2:44][CH2:43]1)=[O:41])[CH3:38]>C(Cl)Cl.CN(C=O)C.C(Cl)Cl>[CH2:37]([O:39][C:40]([N:42]1[CH2:43][CH2:44][N:45]([C:48]([CH:50]([NH:60][C:12]([C:8]2[CH:7]=[C:6]([OH:15])[C:5]3[C:10](=[CH:11][CH:2]=[CH:3][CH:4]=3)[N:9]=2)=[O:14])[CH2:51][CH2:52][C:53]([O:55][C:56]([CH3:59])([CH3:58])[CH3:57])=[O:54])=[O:49])[CH2:46][CH2:47]1)=[O:41])[CH3:38] |f:4.5|. Starting materials: FC1=C(C=C(C(=C1)OCC(=O)OC)[N+](=O)[O-])C=1C(N(C(=CC1)C(F)(F)F)C)=O (3-(2-fluoro-4-methoxycarbonylmethoxy-5-nitrophenyl)-1-methyl-6-trifluoromethyl-2-(1H)-pyridone). The reagents and catalysts are [Fe] (iron). The solvent is C(C)(=O)O (acetic acid). Conditions: time 1 hour. Product: FC1=CC2=C(NC(CO2)=O)C=C1C=1C(N(C(=CC1)C(F)(F)F)C)=O (3-(7-fluoro-2,3-dihydro-1,4-benzoxazin-3-on-6-yl)-1-methyl-6-trifluoromethyl-2(1H)-pyridone). The yield is 75.0%. Reaction SMILES: [F:1][C:2]1[CH:7]=[C:6]([O:8][CH2:9][C:10]([O:12]C)=O)[C:5]([N+:14]([O-])=O)=[CH:4][C:3]=1[C:17]1[C:18](=[O:28])[N:19]([CH3:27])[C:20]([C:23]([F:26])([F:25])[F:24])=[CH:21][CH:22]=1>C(O)(=O)C.[Fe]>[F:1][C:2]1[C:3]([C:17]2[C:18](=[O:28])[N:19]([CH3:27])[C:20]([C:23]([F:26])([F:25])[F:24])=[CH:21][CH:22]=2)=[CH:4][C:5]2[NH:14][C:10](=[O:12])[CH2:9][O:8][C:6]=2[CH:7]=1. Reported procedure: 1.5 g (3.7 mmol) of 3-(2-fluoro-4-methoxycarbonylmethoxy-5-nitrophenyl)-1-methyl-6-trifluoromethyl-2-(1H)-pyridone was dissolved in 50 ml of acetic acid, and 0.64 g (11.5 mmol) of iron powder was added under heating and refluxing, followed by stirring for 1 hour. The reaction solution was subjected to filtration, and the filtrate was distilled off under reduced pressure. The obtained residue was poured into water and extracted with ethyl acetate. After washing with water, the organic layer was d...